From a dataset of the Open Reaction Database (ORD), a public repository of structured organic reaction records. describe an organic reaction: reactants, conditions, products, and yield Starting materials: C(C)OC1(CC(OCC1)C)C1=CC(=CC(=C1)F)O ((2SR,4SR)-4-ethoxy-4-(5-fluoro-3-hydroxyphenyl)-2-methyltetrahydropyran). The reagents and catalysts are [Pd] (palladium-on-charcoal). The solvent is C(C)O (ethanol). The product is C(C1=CC=CC=C1)OC=1C=C(C=C(C1)F)C1(CC(OCC1)C)OCC ((2SR,4SR)-4-(3-benzyloxy-5-fluorophenyl)-4-ethoxy-2-methyltetrahydropyran). Reaction SMILES: [CH2:1]([O:3][C:4]1([C:11]2[CH:16]=[C:15]([F:17])[CH:14]=[C:13]([OH:18])[CH:12]=2)[CH2:9][CH2:8][O:7][CH:6]([CH3:10])[CH2:5]1)[CH3:2]>C(O)C.[Pd]>[CH2:4]([O:18][C:13]1[CH:12]=[C:11]([C:4]2([O:3][CH2:1][CH3:2])[CH2:9][CH2:8][O:7][CH:6]([CH3:10])[CH2:5]2)[CH:16]=[C:15]([F:17])[CH:14]=1)[C:11]1[CH:16]=[CH:15][CH:14]=[CH:13][CH:12]=1. Reported procedure: The (2SR,4SR)-4-ethoxy-4-(5-fluoro-3-hydroxyphenyl)-2-methyltetrahydropyran, used as a starting material, was obtained by hydrogenolysis of a solution of (2SR,4SR)-4-(3-benzyloxy-5-fluorophenyl)-4-ethoxy-2-methyltetrahydropyran (2.6 g, described in Note i. below Table X in Example 45) in ethanol (25 ml) in the presence of 10% palladium-on-charcoal catalyst (0.26 g). The mixture was filtered and the filtrate was evaporated. There was thus obtained the required starting material (1.69 g, 89%), as ... The reactants are C(O)([O-])=O.[Na+] (sodium hydrogen carbonate), C(C)(C)(C)C1=NC=C(C(=N1)Cl)C(=O)N([C@H]1C[C@H](CN(C1)C(=O)OC(C)(C)C)C(=O)OC)CC(C)C (1-tert-butyl 3-methyl (3R*,5S*)-5-{[(2-tert-butyl-4-chloropyrimidin-5-yl)carbonyl](isobutyl)amino}piperidine-1,3-dicarboxylate), C(C)(C)N(CC)C(C)C (diisopropylethylamine), CSCCCN (3-methylthiopropylamine). Solvent: CN(C)C=O (DMF), CN(C)C=O (DMF). Run at temperature 80 celsius, time 8 hour. The product is C(C)(C)(C)C1=NC=C(C(=N1)NCCCSC)C(=O)N([C@H]1C[C@H](CNC1)C(=O)OC)CC(C)C (methyl (3R*,5S*)-5-[[(2-tert-butyl-4-{[3-(methylthio)propyl]amino}pyrimidin-5-yl)carbonyl](isobutyl)amino]piperidine-3-carboxylate). Reaction SMILES: [C:1]([C:5]1[N:10]=[C:9](Cl)[C:8]([C:12]([N:14]([CH2:32][CH:33]([CH3:35])[CH3:34])[C@@H:15]2[CH2:20][N:19](C(OC(C)(C)C)=O)[CH2:18][C@H:17]([C:28]([O:30][CH3:31])=[O:29])[CH2:16]2)=[O:13])=[CH:7][N:6]=1)([CH3:4])([CH3:3])[CH3:2].C(N(C(C)C)CC)(C)C.[CH3:45][S:46][CH2:47][CH2:48][CH2:49][NH2:50].C(=O)([O-])O.[Na+]>CN(C=O)C>[C:1]([C:5]1[N:10]=[C:9]([NH:50][CH2:49][CH2:48][CH2:47][S:46][CH3:45])[C:8]([C:12]([N:14]([CH2:32][CH:33]([CH3:34])[CH3:35])[C@@H:15]2[CH2:20][NH:19][CH2:18][C@H:17]([C:28]([O:30][CH3:31])=[O:29])[CH2:16]2)=[O:13])=[CH:7][N:6]=1)([CH3:2])([CH3:3])[CH3:4] |f:3.4|. Procedure details: To a solution of 1-tert-butyl 3-methyl (3R*,5S*)-5-{[(2-tert-butyl-4-chloropyrimidin-5-yl)carbonyl](isobutyl)amino}piperidine-1,3-dicarboxylate (51.1% mg) and diisopropylethylamine (38 mg) in DMF (0.5 ml) was added a solution of 3-methylthiopropylamine (21 mg) in DMF (0.5 ml), and the mixture was stirred at 80° C. overnight. To the reaction mixture was added 2% aqueous sodium hydrogen carbonate and the mixture was extracted with ethyl acetate, and the extract was concentrated by a nitrogen gas b... The reactants are [H][H] (hydrogen), ClC1=CC(=C2C=C(N=CC2=C1)C)[N+](=O)[O-] (7-chloro-3-methyl-5-nitroisoquinoline). Reagents/catalysts: [Pd].CC(=O)[O-].CC(=O)[O-].[Pb+2] (lindlar catalyst), [Pd] (Palladium). Solvent: CO (methanol). The product is ClC=1C=C(C=2C=C(N=CC2C1)C)N (7-Chloro-3-methylisoquinolin-5-amine). Yield: 73.1%. As a reaction SMILES: [Cl:1][C:2]1[CH:11]=[C:10]2[C:5]([CH:6]=[C:7]([CH3:12])[N:8]=[CH:9]2)=[C:4]([N+:13]([O-])=O)[CH:3]=1.[H][H]>CO.[Pd].CC([O-])=O.CC([O-])=O.[Pb+2].[Pd]>[Cl:1][C:2]1[CH:3]=[C:4]([NH2:13])[C:5]2[CH:6]=[C:7]([CH3:12])[N:8]=[CH:9][C:10]=2[CH:11]=1 |f:3.4.5.6|. Procedure details: To a nitrogen flushed solution of 7-chloro-3-methyl-5-nitroisoquinoline (Description 85; 300 mg, 1.35 mmol) in methanol (30 ml) was added a spatula end of Palladium 5% on calcium carbonate poisoned with lead (lindlar catalyst), and the resulting mixture stirred under a balloon of hydrogen overnight. The catalyst was removed by filtration and the filtrate evaporated. The residue was dissolved in methanol (20 ml) and silica gel (2 g) added and evaporated to dryness. Loaded onto a silica gel column... The reactants are CN (methylamine), ClC1=NC2=CC=CC=C2C=C1[N+](=O)[O-] (2-chloro-3-nitroquinoline). The solvent is C(C)O (ethanol). The product is CNC1=NC2=CC=CC=C2C=C1[N+](=O)[O-] (2-methylamino-3-nitroquinoline). Isolated yield 91.0%. Reaction SMILES: [CH3:1][NH2:2].Cl[C:4]1[C:13]([N+:14]([O-:16])=[O:15])=[CH:12][C:11]2[C:6](=[CH:7][CH:8]=[CH:9][CH:10]=2)[N:5]=1>C(O)C>[CH3:1][NH:2][C:4]1[C:13]([N+:14]([O-:16])=[O:15])=[CH:12][C:11]2[C:6](=[CH:7][CH:8]=[CH:9][CH:10]=2)[N:5]=1. Reported procedure: Gaseous methylamine was bubbled through a suspension of 2-chloro-3-nitroquinoline (1.06 g, 5.1 mmol) in ethanol (20 ml) at 0° C. for 15 minutes. The solvent was removed under reduced pressure and the bright red residue was dissolved in dichloromethane (100 ml) and washed with saturated aqueous sodium bicarbonate (50 ml). The organic layer was dried (MgSO4) and concentrated under reduced pressure to give 2-methylamino-3-nitroquinoline (940 mg, 91%) as a red solid, m.p. 160° C. Starting materials: C1(=CC=CC=C1)NN (Phenylhydrazine), C(C)(=O)O (acetic acid), C(=O)N (formamide). Solvent: O (Water). Run at time 4 hour. The product is C1(=CC=CC=C1)NNC=O (N'-phenylformohydrazide). As a reaction SMILES: [C:1]1([NH:7][NH2:8])[CH:6]=[CH:5][CH:4]=[CH:3][CH:2]=1.[C:9](O)(=[O:11])C.C(N)=O>O>[C:1]1([NH:7][NH:8][CH:9]=[O:11])[CH:6]=[CH:5][CH:4]=[CH:3][CH:2]=1. Procedure details: Phenylhydrazine (75 g) was added dropwise at <20° C. to stirred acetic acid (198 ml). When the addition was complete, formamide (27.9 ml) was added in one portion, and the mixture was stirred at ambient temperature for 4 hours. Water (225 ml) was added, and the resulting solid was collected by filtration, washed well with water, and dried in vacuo to give N'-phenylformohydrazide (68.8 g) as a cream solid, m.p. 138-143° C.